Dataset: the Open Reaction Database (ORD), a public repository of structured organic reaction records. Task: describe an organic reaction: reactants, conditions, products, and yield Reactants: NCCC1=CNC2=CC=CC=C12 (tryptamine), OC1=CC=C(C=O)C=C1 (4-hydroxybenzaldehyde), FC(C(=O)O)(F)F (trifluoroacetic acid). Run in C(Cl)Cl (CH2Cl2). Reaction conditions: time 12 hour. Yields the product C1(NCCC=2C3=CC=CC=C3NC12)C1=CC=C(C=C1)O (4-(1,2,3,4-tetrahydrobeta-carbolinyl)phenol). Yield: 93.9%. RXN SMILES: [NH2:1][CH2:2][CH2:3][C:4]1[C:12]2[C:7](=[CH:8][CH:9]=[CH:10][CH:11]=2)[NH:6][CH:5]=1.[OH:13][C:14]1[CH:21]=[CH:20][C:17]([CH:18]=O)=[CH:16][CH:15]=1.FC(F)(F)C(O)=O>C(Cl)Cl>[CH:18]1([C:17]2[CH:20]=[CH:21][C:14]([OH:13])=[CH:15][CH:16]=2)[C:5]2[NH:6][C:7]3[C:12](=[CH:11][CH:10]=[CH:9][CH:8]=3)[C:4]=2[CH2:3][CH2:2][NH:1]1. Procedure details: To a stirred solution of tryptamine (5.0 g, 31.2 mmole) in dry CH2Cl2 (100 mL) at RT was added 4-hydroxybenzaldehyde (3.81 g, 31.2 mmole) followed by dropwise addition of trifluoroacetic acid (7.11 g, 62.4 mmole). After 12 hr, the reaction solution was washed with 10% aqueous NaHCO3 (100 mL), H2O (100 mL) and brine. The organic solution was dried over Na2SO4 and concentrated under reduced pressure to give a yellow oil. The yellow residue was washed with hexanes and dried under high vacuum to aff... Starting materials: O (water), C(=O)(C(F)(F)F)O (TFA), O(C1=CC=CC=C1)C1=CC=C(CN2N=C3C(C(N(C=4N3CC(N4)(C)C)C)=O)=C2)C=C1 (2-(4-phenoxybenzyl)-7,8-dihydro-5,7,7-trimethyl-[2H]-imidazo-[1,2-a]pyrazolo[4,3-e]pyrimidin-4(5H)-one), C(F)(F)(F)S(=O)(=O)O (TFMSA). The solvent is C(Cl)Cl (methylene chloride). Yields the product CN1C=2N(C=3C(C1=O)=CNN3)CC(N2)(C)C (7,8-Dihydro-5,7,7-trimethyl-[2H]-imidazo-[1,2-a]pyrazolo[4,3-e]pyrimidin-4(5H)-one). Yield: 79.9%. As a reaction SMILES: C(O)(C(F)(F)F)=O.O(C1C=CC(C[N:20]2[CH:35]=[C:23]3[C:24](=[O:34])[N:25]([CH3:33])[C:26]4[N:27]([CH2:28][C:29]([CH3:32])([CH3:31])[N:30]=4)[C:22]3=[N:21]2)=CC=1)C1C=CC=CC=1.C(S(O)(=O)=O)(F)(F)F.O>C(Cl)Cl>[CH3:33][N:25]1[C:24](=[O:34])[C:23]2=[CH:35][NH:20][N:21]=[C:22]2[N:27]2[CH2:28][C:29]([CH3:32])([CH3:31])[N:30]=[C:26]12. Reported procedure: TFA (600 mL) is added into a suspension of 2-(4-phenoxybenzyl)-7,8-dihydro-5,7,7-trimethyl-[2H]-imidazo-[1,2-a]pyrazolo[4,3-e]pyrimidin-4(5H)-one (103 g, 257 mmol) in methylene chloride (210 mL) to give a tan solution, and then TFMSA (168 mL) is added. The reaction mixture is stirred at room temperature until the starting material disappears. The mixture is poured into cold water (3 L). After filtration, the filter cake is washed with water twice, and then basified with ammonium hydroxide aqueou... Product: C(C)C=1C=C(NN1)C1=NC2=C(N1)C=CC(=C2)OC (2-(5-ethyl-2H-pyrazol-3-yl)-5-methoxy-1H-benzimidazole). Reactants: C(C)C=1C=C(NN1)C=O (5-ethyl-2H-pyrazole-3-carboxaldehyde), COC1=CC(=C(C=C1)N)N (4-methoxy-1,2-phenylenediamine), S(=O)(=O)([O-])S(=O)[O-].[Na+].[Na+] (sodium metabisulphite). The solvent is C(C)O (ethanol). RXN SMILES: [CH2:1]([C:3]1[CH:4]=[C:5]([CH:8]=O)[NH:6][N:7]=1)[CH3:2].[CH3:10][O:11][C:12]1[CH:17]=[CH:16][C:15]([NH2:18])=[C:14]([NH2:19])[CH:13]=1.S(S([O-])=O)([O-])(=O)=O.[Na+].[Na+]>C(O)C>[CH2:1]([C:3]1[CH:4]=[C:5]([C:8]2[NH:18][C:15]3[CH:16]=[CH:17][C:12]([O:11][CH3:10])=[CH:13][C:14]=3[N:19]=2)[NH:6][N:7]=1)[CH3:2] |f:2.3.4|. Procedure details: Starting with 100 mg of 5-ethyl-2H-pyrazole-3-carboxaldehyde, 138 mg of 4-methoxy-1,2-phenylenediamine, and 153 mg of sodium metabisulphite, in 1 ml of ethanol and 3 ml of dimethylformamide, and after purification by SPE (SCX phase, washing with methanol, extraction with 2N ammoniacal methanol) followed by a reverse-phase HPLC (5 mm C18 phase, dimensions 100×25 mm, flow rate 20 ml/min, elution gradient: acetonitrile/0.07% TFA-water/0.07% TFA from 5-95 to 95-5 (v/v)), and desalification by SPE (S...